Dataset: the Open Reaction Database (ORD), a public repository of structured organic reaction records. Task: describe an organic reaction: reactants, conditions, products, and yield Reactants: COC=1C=C2C(=NC=NC2=CC1OC[C@@H]1OC1)OC=1C=C2C=C(NC2=CC1)C ((2R)-6-methoxy-4-(2-methylindol-5-yloxy)-7-(oxiran-2-ylmethoxy)quinazoline), N1CCCC1 (pyrrolidine). Run in C1CCOC1 (THF). Reaction conditions: temperature 75 celsius, time 3 hour. The product is O[C@@H](COC1=C(C=C2C(=NC=NC2=C1)OC=1C=C2C=C(NC2=CC1)C)OC)CN1CCCC1 ((2R)-7-(2-hydroxy-3-(pyrrolidin-1-yl)propoxy)-6-methoxy-4-(2-methylindol-5-yloxy)quinazoline). Isolated yield 55.0%. RXN SMILES: [CH3:1][O:2][C:3]1[CH:4]=[C:5]2[C:10](=[CH:11][C:12]=1[O:13][CH2:14][C@H:15]1[CH2:17][O:16]1)[N:9]=[CH:8][N:7]=[C:6]2[O:18][C:19]1[CH:20]=[C:21]2[C:25](=[CH:26][CH:27]=1)[NH:24][C:23]([CH3:28])=[CH:22]2.[NH:29]1[CH2:33][CH2:32][CH2:31][CH2:30]1>C1COCC1>[OH:16][C@H:15]([CH2:17][N:29]1[CH2:33][CH2:32][CH2:31][CH2:30]1)[CH2:14][O:13][C:12]1[CH:11]=[C:10]2[C:5]([C:6]([O:18][C:19]3[CH:20]=[C:21]4[C:25](=[CH:26][CH:27]=3)[NH:24][C:23]([CH3:28])=[CH:22]4)=[N:7][CH:8]=[N:9]2)=[CH:4][C:3]=1[O:2][CH3:1]. Reported procedure: A mixture of the (2R)-6-methoxy-4-(2-methylindol-5-yloxy)-7-(oxiran-2-ylmethoxy)quinazoline (250 mg, 0.66 mmol), (prepared as described for the starting material in Example 269), and pyrrolidine (1.5 ml) in THF (10 ml) was stirred at 75° C. for 3 hours under an atmosphere of nitrogen and then allowed to cool to ambient temperature. The mixture was filtered and the filtrate evaporated in vacuo. The residue was purified by silica gel chromatography using gradient elution with dichloromethane/metha...